This data is from the Open Reaction Database (ORD), a public repository of structured organic reaction records. The task is: describe an organic reaction: reactants, conditions, products, and yield Starting materials: C(C)(C)C1OCCO1 (2-isopropyl-1,3-dioxolane), stainless steel, C(CO)O (ethylene glycol). The reagents and catalysts are [Pd] (Pd/C). Run at temperature 200 celsius, time 2 hour. Yields the product C(C(C)C)OC(CO)C (2-isobutoxy-propanol). Reaction SMILES: [CH:1]([CH:4]1[O:8][CH2:7][CH2:6][O:5]1)([CH3:3])[CH3:2].[CH2:9](O)CO>[Pd]>[CH2:4]([O:5][CH:6]([CH3:9])[CH2:7][OH:8])[CH:1]([CH3:3])[CH3:2]. Procedure: 20 g of 2-isopropyl-1,3-dioxolane and 100 g of ethylene glycol were combined in a 300 mL stainless steel autoclave. 2.0 g of 5% Pd/C catalyst were added and the autoclave was sealed. The reactor was heated to 200° C. The reactor was then brought to an operating pressure of 3.45 MPa and stirring commenced at 750 rpm. Pressure was maintained through the duration of the experiment. After 2 h, the autoclave was cooled and remaining gas vented. The autoclave was opened, its contents filtered, and the... Product: CCCCCCSC=CCCl. The reactants are ClCCl, C=CCSCCCCCC, CC(C)(C)OCl. Reaction SMILES: [CH2:17]([Cl:18])[Cl:19].[CH2:7]([CH2:8][CH2:9][CH2:10][CH2:11][CH3:12])[S:13][CH2:14][CH:15]=[CH2:16].[Cl:1][O:2][C:3]([CH3:4])([CH3:5])[CH3:6]>>[Cl:1][CH2:16][CH:15]=[CH:14][S:13][CH2:7][CH2:8][CH2:9][CH2:10][CH2:11][CH3:12]. Starting materials: N#CCc1cncc(Br)c1, CI, [H-], [Na+], CN(C)C=O. Yields the product CC(C#N)c1cncc(Br)c1. As a reaction SMILES: [Br:3][c:4]1[cH:5][c:6]([CH2:10][C:11]#[N:12])[cH:7][n:8][cH:9]1.[CH3:13][I:14].[H-:2].[Na+:1].[O:15]=[CH:16][N:17]([CH3:18])[CH3:19]>>[Br:3][c:4]1[cH:5][c:6]([CH:10]([C:11]#[N:12])[CH3:13])[cH:7][n:8][cH:9]1. Starting materials: C(C)(C)(C)OC(=O)NC(CC(=O)O)(C)C (3-t-butoxycarbonylamino-3-methylbutanoic acid), Cl.CN(CCCN=C=NCC)C (1-(3-dimethylaminopropyl)-3-ethylcarbodiimide hydrochloride), NC1CCC2=C(NC1=O)N=CC=C2 (7-amino-5,6,7,9-tetrahydro-8H-pyrido[2,3-b]azepin-8-one). The solvent is CN(C)C=O (DMF). Run at time 18 hour. The product is CC(CC(NC1CCC2=C(NC1=O)N=CC=C2)=O)(C)NC(OC(C)(C)C)=O ([1,1-Dimethyl-3-oxo-3-[[6,7,8,9-tetrahydro-8-oxo-5H-pyrido[2,3-b]azepin-7-yl]amino]propyl]carbamic acid, 1,1-dimethylethyl ester). Isolated yield 49.0%. As a reaction SMILES: [C:1]([O:5][C:6]([NH:8][C:9]([CH3:15])([CH3:14])[CH2:10][C:11]([OH:13])=O)=[O:7])([CH3:4])([CH3:3])[CH3:2].Cl.CN(C)CCCN=C=NCC.[NH2:28][CH:29]1[C:35](=[O:36])[NH:34][C:33]2[N:37]=[CH:38][CH:39]=[CH:40][C:32]=2[CH2:31][CH2:30]1>CN(C=O)C>[CH3:14][C:9]([NH:8][C:6](=[O:7])[O:5][C:1]([CH3:2])([CH3:3])[CH3:4])([CH3:15])[CH2:10][C:11](=[O:13])[NH:28][CH:29]1[C:35](=[O:36])[NH:34][C:33]2[N:37]=[CH:38][CH:39]=[CH:40][C:32]=2[CH2:31][CH2:30]1 |f:1.2|. Procedure details: To 68 mg of 3-t-butoxycarbonylamino-3-methylbutanoic acid in 1 mL of DMF was added 60 mg of 1-(3-dimethylaminopropyl)-3-ethylcarbodiimide hydrochloride (EDC). The mixture was stirred at 20° C. for 2 h before 50 mg of 7-amino-5,6,7,9-tetrahydro-8H-pyrido[2,3-b]azepin-8-one was added and the reaction was stirred an additional 18 h. The DMF was removed in vacuo and the residue was purified by preparative silica gel layer chromatography to yield 52 mg of the product characterized by its NMR and mass... The reactants are ClC1=NC(=NS1)C(F)(F)F (5-chloro-3-trifluoromethyl-1,2,4-thiadiazole), C(C)(C)O (isopropanol), C(C)N(C(CO)=O)CC (hydroxyacetic acid diethylamide), [OH-].[K+] (potassium hydroxide). The solvent is O (water). Conditions: temperature -10 celsius, time 10 hour. Yields the product C(C)N(C(COC1=NC(=NS1)C(F)(F)F)=O)CC ((3-trifluoromethyl-1,2,4-thiadiazol-5-yl)-oxyacetic acid diethylamide). Yield: 47.1%. As a reaction SMILES: Cl[C:2]1[S:6][N:5]=[C:4]([C:7]([F:10])([F:9])[F:8])[N:3]=1.[CH2:11]([N:13]([CH2:18][CH3:19])[C:14](=[O:17])[CH2:15][OH:16])[CH3:12].[OH-].[K+].C(O)(C)C>O>[CH2:11]([N:13]([CH2:18][CH3:19])[C:14](=[O:17])[CH2:15][O:16][C:2]1[S:6][N:5]=[C:4]([C:7]([F:10])([F:9])[F:8])[N:3]=1)[CH3:12] |f:2.3|. Procedure: 5.6 g (0.03 mol) of 5-chloro-3-trifluoromethyl-1,2,4-thiadiazole are added to a mixture which comprises 4 g (0.03 mol) of hydroxyacetic acid diethylamide, 1.9 g (0.03 mol) of potassium hydroxide powder and 80 ml of isopropanol and has been cooled to -10° C. The reaction mixture is stirred for 10 hours at -10° C. and poured into water, and the product is filtered off under suction. 4 g (47% of theory) of (3-trifluoromethyl-1,2,4-thiadiazol-5-yl)-oxyacetic acid diethylamide are obtained in the for... RXN SMILES: [C:1]([CH3:2])([CH3:3])([CH3:4])[CH:5]1[CH2:6][CH:7]=[C:8]([c:11]2[cH:12][c:13]3[c:14]([n:15][cH:16]2)[n:17]([S:26](=[O:27])(=[O:28])[c:29]2[cH:30][cH:31][cH:32][cH:33][cH:34]2)[cH:18][c:19]3-[c:20]2[cH:21][n:22][n:23]([CH3:25])[cH:24]2)[CH2:9][CH2:10]1.[CH3:35][OH:36].[OH-:37].[OH-:38].[Pd+2:39]>>[C:1]([CH3:2])([CH3:3])([CH3:4])[CH:5]1[CH2:6][CH2:7][CH:8]([c:11]2[cH:12][c:13]3[c:14]([n:15][cH:16]2)[n:17]([S:26](=[O:27])(=[O:28])[c:29]2[cH:30][cH:31][cH:32][cH:33][cH:34]2)[cH:18][c:19]3-[c:20]2[cH:21][n:22][n:23]([CH3:25])[cH:24]2)[CH2:9][CH2:10]1. Product: Cn1cc(-c2cn(S(=O)(=O)c3ccccc3)c3ncc(C4CCC(C(C)(C)C)CC4)cc23)cn1. Starting materials: Cn1cc(-c2cn(S(=O)(=O)c3ccccc3)c3ncc(C4=CCC(C(C)(C)C)CC4)cc23)cn1, CO, [OH-], [OH-], [Pd+2].